From a dataset of the Open Reaction Database (ORD), a public repository of structured organic reaction records. describe an organic reaction: reactants, conditions, products, and yield Starting materials: Cc1c(COC(=O)C2C(C(O)C(Cl)(Cl)C(F)(F)F)C2(C)C)cccc1-c1ccccc1, CCOCC, [Cl-], [H-], [NH4+], [Na+], CN(C)C=O, Cc1ccc(S(=O)(=O)Cl)cc1. Yields the product Cc1ccc(S(=O)(=O)OC(C2C(C(=O)OCc3cccc(-c4ccccc4)c3C)C2(C)C)C(Cl)(Cl)C(F)(F)F)cc1. Reaction SMILES: [CH3:1][C:2]1([CH3:31])[CH:3]([C:14](=[O:15])[O:16][CH2:17][c:18]2[c:19]([CH3:30])[c:20](-[c:24]3[cH:25][cH:26][cH:27][cH:28][cH:29]3)[cH:21][cH:22][cH:23]2)[CH:4]1[CH:5]([C:6]([C:7]([F:8])([F:9])[F:10])([Cl:11])[Cl:12])[OH:13].[CH3:47][CH2:48][O:49][CH2:50][CH3:51].[Cl-:45].[H-:32].[NH4+:46].[Na+:33].[O:52]=[CH:53][N:54]([CH3:55])[CH3:56].[c:34]1([CH3:44])[cH:35][cH:36][c:37]([S:40](=[O:41])(=[O:42])[Cl:43])[cH:38][cH:39]1>>[CH3:1][C:2]1([CH3:31])[CH:3]([C:14](=[O:15])[O:16][CH2:17][c:18]2[c:19]([CH3:30])[c:20](-[c:24]3[cH:25][cH:26][cH:27][cH:28][cH:29]3)[cH:21][cH:22][cH:23]2)[CH:4]1[CH:5]([C:6]([C:7]([F:8])([F:9])[F:10])([Cl:11])[Cl:12])[O:13][S:40]([c:37]1[cH:36][cH:35][c:34]([CH3:44])[cH:39][cH:38]1)(=[O:41])=[O:42]. Reactants: N#Cc1ccc(B(O)O)cc1, O=C(C=Cc1ccccc1)C=Cc1ccccc1, COc1cccc(OC)c1P(C1CCCCC1)C1CCCCC1, O=C(C=Cc1ccccc1)C=Cc1ccccc1, O=C(C=Cc1ccccc1)C=Cc1ccccc1, CC1CN(C(=O)C2CCC(F)(F)CC2)CCN1c1nnc(Cl)c2ccncc12, [Pd], [Pd]. Yields the product CC1CN(C(=O)C2CCC(F)(F)CC2)CCN1c1nnc(-c2ccc(C#N)cc2)c2ccncc12. RXN SMILES: [C:29](#[N:30])[c:31]1[cH:32][cH:33][c:34]([B:37]([OH:38])[OH:39])[cH:35][cH:36]1.[CH:101](=[CH:102][C:103]([CH:104]=[CH:105][c:106]1[cH:107][cH:108][cH:109][cH:110][cH:111]1)=[O:112])[c:113]1[cH:114][cH:115][cH:116][cH:117][cH:118]1.[CH:40]1([P:41]([CH:42]2[CH2:43][CH2:44][CH2:45][CH2:46][CH2:47]2)[c:48]2[c:49]([O:50][CH3:51])[cH:52][cH:53][cH:54][c:55]2[O:56][CH3:57])[CH2:58][CH2:59][CH2:60][CH2:61][CH2:62]1.[CH:65](=[CH:66][C:67]([CH:68]=[CH:69][c:70]1[cH:71][cH:72][cH:73][cH:74][cH:75]1)=[O:76])[c:77]1[cH:78][cH:79][cH:80][cH:81][cH:82]1.[CH:83](=[CH:84][C:85]([CH:86]=[CH:87][c:88]1[cH:89][cH:90][cH:91][cH:92][cH:93]1)=[O:94])[c:95]1[cH:96][cH:97][cH:98][cH:99][cH:100]1.[Cl:1][c:2]1[c:3]2[c:4]([c:5]([N:8]3[CH:9]([CH3:24])[CH2:10][N:11]([C:14](=[O:15])[CH:16]4[CH2:17][CH2:18][C:19]([F:22])([F:23])[CH2:20][CH2:21]4)[CH2:12][CH2:13]3)[n:6][n:7]1)[cH:25][n:26][cH:27][cH:28]2.[Pd:63].[Pd:64]>>[c:2]1(-[c:34]2[cH:33][cH:32][c:31]([C:29]#[N:30])[cH:36][cH:35]2)[c:3]2[c:4]([c:5]([N:8]3[CH:9]([CH3:24])[CH2:10][N:11]([C:14](=[O:15])[CH:16]4[CH2:17][CH2:18][C:19]([F:22])([F:23])[CH2:20][CH2:21]4)[CH2:12][CH2:13]3)[n:6][n:7]1)[cH:25][n:26][cH:27][cH:28]2. Solvent: CO (methanol), C(C)#N (acetonitrile). RXN SMILES: [C:1]([C:4]1[C:5]([O:20][CH3:21])=[C:6]([C:12]2[CH:13]=[N:14][N:15]([CH2:17][C:18]#[N:19])[CH:16]=2)[C:7]([CH3:11])=[C:8]([Cl:10])[CH:9]=1)(=O)[CH3:2].C([O-])(=O)C.[NH4+].C([BH3-])#[N:28].[Na+].O1CCCC1>CO.C(#N)C>[NH2:28][CH:1]([C:4]1[C:5]([O:20][CH3:21])=[C:6]([C:12]2[CH:13]=[N:14][N:15]([CH2:17][C:18]#[N:19])[CH:16]=2)[C:7]([CH3:11])=[C:8]([Cl:10])[CH:9]=1)[CH3:2] |f:1.2,3.4|. Product: NC(C)C=1C(=C(C(=C(C1)Cl)C)C=1C=NN(C1)CC#N)OC ({4-[3-(1-Aminoethyl)-5-chloro-2-methoxy-6-methylphenyl]-1H-pyrazol-1-yl}acetonitrile). Reported procedure: A mixture of [4-(3-acetyl-5-chloro-2-methoxy-6-methylphenyl)-1H-pyrazol-1-yl]acetonitrile (0.10 g, 0.33 mmol), ammonium acetate (0.254 g, 3.29 mmol) and 1.0 M sodium cyanoborohydride in tetrahydrofuran (0.82 mL, 0.82 mmol) in methanol (0.9 mL) and acetonitrile (0.9 mL) was heated at 65° C. overnight. The mixture was cooled to room temperature, quenched with saturated sodium bicarbonate solution and extracted with dichloromethane. The combined organic layers were dried over MgSO4 and concentrated... Reactants: C(C)(=O)C=1C(=C(C(=C(C1)Cl)C)C=1C=NN(C1)CC#N)OC ([4-(3-acetyl-5-chloro-2-methoxy-6-methylphenyl)-1H-pyrazol-1-yl]acetonitrile), C(C)(=O)[O-].[NH4+] (ammonium acetate), C(#N)[BH3-].[Na+] (sodium cyanoborohydride), O1CCCC1 (tetrahydrofuran). Starting materials: COC(Cl)Cl, COc1cccc2c1oc1ccccc12, ClCCl. Product: COc1ccc(C=O)c2c1oc1ccccc12. Reaction SMILES: [CH3:16][O:17][CH:18]([Cl:19])[Cl:20].[CH3:1][O:2][c:3]1[cH:4][cH:5][cH:6][c:7]2[c:8]1[o:9][c:10]1[c:11]2[cH:12][cH:13][cH:14][cH:15]1.[Cl:21][CH2:22][Cl:23]>>[CH3:1][O:2][c:3]1[cH:4][cH:5][c:6]([CH:16]=[O:17])[c:7]2[c:8]1[o:9][c:10]1[c:11]2[cH:12][cH:13][cH:14][cH:15]1. Starting materials: OCCCCCCCCCCCCCCBr (14-hydroxytetradecyl bromide), C(C)C1N(CCC1)C(C1=CC=C(C=C1)N)=O (ethyl 1-(4-aminobenzoyl)pyrrolidine). Run in CN(P(=O)(N(C)C)N(C)C)C (hexamethylphosphoramide). Yields the product OCCCCCCCCCCCCCCNC1=CC=C(C(=O)N2CCCC2)C=C1 (1-[4-(14-hydroxytetradecylamino)benzoyl]pyrrolidine). RXN SMILES: [OH:1][CH2:2][CH2:3][CH2:4][CH2:5][CH2:6][CH2:7][CH2:8][CH2:9][CH2:10][CH2:11][CH2:12][CH2:13][CH2:14][CH2:15]Br.C([CH:19]1[CH2:23][CH2:22][CH2:21][N:20]1[C:24](=[O:32])[C:25]1[CH:30]=[CH:29][C:28]([NH2:31])=[CH:27][CH:26]=1)C>CN(C)P(N(C)C)(N(C)C)=O>[OH:1][CH2:2][CH2:3][CH2:4][CH2:5][CH2:6][CH2:7][CH2:8][CH2:9][CH2:10][CH2:11][CH2:12][CH2:13][CH2:14][CH2:15][NH:31][C:28]1[CH:27]=[CH:26][C:25]([C:24]([N:20]2[CH2:19][CH2:23][CH2:22][CH2:21]2)=[O:32])=[CH:30][CH:29]=1. Procedure details: A solution of 10 g. of 14-hydroxytetradecyl bromide and 10.8 g. of ethyl 1-(4-aminobenzoyl)pyrrolidine in 75 ml. hexamethylphosphoramide is heated at 110° C. for 17 hours. The cooled solution is diluted with 100 ml. water, filtered, and the residue is washed in portions with 100 ml. 50% ethanol-water. After drying the product is crystallized from ethanol to yield 1-[4-(14-hydroxytetradecylamino)benzoyl]pyrrolidine as a white solid. RXN SMILES: [C:1]([CH3:2])([CH3:3])([CH3:4])[O:5][C:6]([NH:7][c:8]1[n:9][c:10]([CH2:14][OH:15])[cH:11][cH:12][cH:13]1)=[O:16].[CH2:17]([N:18]([S:19]([F:20])([F:21])[F:23])[CH2:22][CH3:24])[CH3:25].[Cl:26][CH2:27][Cl:28]>>[C:1]([CH3:2])([CH3:3])([CH3:4])[O:5][C:6]([NH:7][c:8]1[n:9][c:10]([CH2:14][F:23])[cH:11][cH:12][cH:13]1)=[O:16]. The product is CC(C)(C)OC(=O)Nc1cccc(CF)n1. The reactants are CC(C)(C)OC(=O)Nc1cccc(CO)n1, CCN(CC)S(F)(F)F, ClCCl. Starting materials: BrC=1C(=C2C(CCSC2=C(C1)C)O)C (6-bromo-5,8-dimethyl-4-hydroxythiochroman), C(C)O (ethanol). The reagents and catalysts are S(O)(O)(=O)=O (sulfuric acid). The solvent is O (water). Product: BrC=1C(=C2C(CCSC2=C(C1)C)OCC)C (6-bromo-5,8-dimethyl-4-ethoxythiochroman). As a reaction SMILES: [Br:1][C:2]1[C:3]([CH3:14])=[C:4]2[C:9](=[C:10]([CH3:12])[CH:11]=1)[S:8][CH2:7][CH2:6][CH:5]2[OH:13].[CH2:15](O)[CH3:16]>S(=O)(=O)(O)O.O>[Br:1][C:2]1[C:3]([CH3:14])=[C:4]2[C:9](=[C:10]([CH3:12])[CH:11]=1)[S:8][CH2:7][CH2:6][CH:5]2[O:13][CH2:15][CH3:16]. Procedure: A 100 ml three-necked flask was charged with 5.9 g (0.022 mol) of 6-bromo-5,8-dimethylthiochroman-4-one, and then, 30 ml of methylene chloride and 10 ml of methanol were added and dissolved. The entire reaction system was cooled to 0° C. in an ice salt bath, and 0.42 g.(0.011 mol) of sodium borohydride was added by small portions. Thereafter, the mixture was allowed to react for 2 hours while it was cooled as above. The reaction mixture was poured into 100 ml of water, and the mixture was extrac... Reactants: FC(OC1=C(C=CC=C1)N=C=O)F (2-(Difluoromethoxy)phenylisocyanate), NC1=NC=CN=C1 (aminopyrazine). Solvent: C(OC)COC (dimethoxyethane). Yields the product FC(OC1=C(C=CC=C1)NC(=O)NC1=NC=CN=C1)F (1-[2-(1,1-difluoromethoxy)-phenyl]-3-pyrazin-2-yl-urea). RXN SMILES: [F:1][CH:2]([F:13])[O:3][C:4]1[CH:9]=[CH:8][CH:7]=[CH:6][C:5]=1[N:10]=[C:11]=[O:12].[NH2:14][C:15]1[CH:20]=[N:19][CH:18]=[CH:17][N:16]=1>C(COC)OC>[F:1][CH:2]([F:13])[O:3][C:4]1[CH:9]=[CH:8][CH:7]=[CH:6][C:5]=1[NH:10][C:11]([NH:14][C:15]1[CH:20]=[N:19][CH:18]=[CH:17][N:16]=1)=[O:12]. Procedure details: 2-(Difluoromethoxy)phenylisocyanate (1.0 g, 5.4 mmol) and aminopyrazine (0.51 g, 5.4 mmol) were reacted for 6 hours in refluxing dimethoxyethane (20 mL). The reaction mixture was cooled to room temperature to precipitate the product, which was collected by filtration, washed with ethyl acetate, and dried in vacuo (765 mg, 50%). 1H NMR (300 Mhz, d6-DMSO) δ: 10.49 (br s, 1H), 10.26 (s, 1H), 8.83 (s, 1H), 8.35-8.24 (m, 3H), 7.53-7.00 (m,4H). Starting materials: C(#N)N=C1NC(=C(C(N1)C1=CC(=CC=C1)[N+](=O)[O-])C(=O)OCC)C (1,2,3,4-tetrahydro-2-cyanoimino-6-methyl-4-(3-nitrophenyl)-5-pyrimidinecarboxylic acid, ethyl ester), ClC(=O)OCC (ethyl chloroformate). Run in O1CCCC1 (tetrahydrofuran), N1=CC=CC=C1 (pyridine). Run at temperature 0 celsius, time 13 hour. The product is C(#N)N=C1N(C(C(=C(N1)C)C(=O)OCC)C1=CC(=CC=C1)[N+](=O)[O-])C(=O)OCC (3,6-Dihydro-2-cyanoimino-4-methyl-6-(3-nitrophenyl)-1,5(2H)-pyrimidinedicarboxylic acid, diethyl ester). The yield is 84.7%. RXN SMILES: [C:1]([N:3]=[C:4]1[NH:9][CH:8]([C:10]2[CH:15]=[CH:14][CH:13]=[C:12]([N+:16]([O-:18])=[O:17])[CH:11]=2)[C:7]([C:19]([O:21][CH2:22][CH3:23])=[O:20])=[C:6]([CH3:24])[NH:5]1)#[N:2].Cl[C:26]([O:28][CH2:29][CH3:30])=[O:27]>O1CCCC1.N1C=CC=CC=1>[C:1]([N:3]=[C:4]1[NH:5][C:6]([CH3:24])=[C:7]([C:19]([O:21][CH2:22][CH3:23])=[O:20])[CH:8]([C:10]2[CH:15]=[CH:14][CH:13]=[C:12]([N+:16]([O-:18])=[O:17])[CH:11]=2)[N:9]1[C:26]([O:28][CH2:29][CH3:30])=[O:27])#[N:2]. Procedure: A suspension of 1,2,3,4-tetrahydro-2-cyanoimino-6-methyl-4-(3-nitrophenyl)-5-pyrimidinecarboxylic acid, ethyl ester (565 mg, 1.72 mmoles) in dry tetrahydrofuran (70 ml) and pyridine (2.0 ml) was cooled to 0° C. and treated with ethyl chloroformate (0.17 ml, 2.24 mmoles) dropwise under argon. After the addition was completed, the cooling bath was removed and the reaction was allowed to stir at room temperature for 13 hours. Dry dimethylformamide (2.0 ml) was added and the reaction suspension beca... Starting materials: C(C(=O)Cl)(=O)Cl (oxalyl chloride), C12(CC3CC(CC(C1)C3)C2)NC2=CC=CC=C2 (N-1-adamantylaniline), solvent. Solvent: C1(=CC=CC=C1)C (toluene), C1(=CC=CC=C1)C (toluene). Reaction conditions: temperature 0 celsius, time 30 minute. Yields the product C12(CC3CC(CC(C1)C3)C2)N2C(=O)C(=O)C3=CC=CC=C23 (1-Adamantylisatin). As a reaction SMILES: [C:1](Cl)(=[O:5])[C:2](Cl)=[O:3].[C:7]12([NH:17][C:18]3[CH:23]=[CH:22][CH:21]=[CH:20][CH:19]=3)[CH2:16][CH:11]3[CH2:12][CH:13]([CH2:15][CH:9]([CH2:10]3)[CH2:8]1)[CH2:14]2>C1(C)C=CC=CC=1>[C:7]12([N:17]3[C:18]4[C:23](=[CH:22][CH:21]=[CH:20][CH:19]=4)[C:1](=[O:5])[C:2]3=[O:3])[CH2:8][CH:9]3[CH2:10][CH:11]([CH2:12][CH:13]([CH2:15]3)[CH2:14]1)[CH2:16]2. Reported procedure: Under a N2 atmosphere was added 1.97 g (15.6 mmol) of oxalyl chloride to 3 ml of dry toluene which was cooled to 0° C. To this solution was added 3.55 g (15.6 mmol) of N-1-adamantylaniline in toluene (8 ml). The reaction was allowed to stir for 30 min. at 0° C. and then heated at 65° C. for 3 hours. Additional solvent (10 ml) was added and the reaction was kept at 65° C. for 72 hours. The solvent was removed and the residue was allowed to stir at 160° C. for 5 hours. The crude reaction mixture w...